From a dataset of the Open Reaction Database (ORD), a public repository of structured organic reaction records. describe an organic reaction: reactants, conditions, products, and yield Starting materials: BrCc1ccc(Br)cc1, CO, [Na+], O=C(O)Cc1n[nH]c(=O)c2ccccc12, [OH-]. Product: O=C(O)Cc1nn(Cc2ccc(Br)cc2)c(=O)c2ccccc12. As a reaction SMILES: [Br:18][c:19]1[cH:20][cH:21][c:22]([CH2:23][Br:24])[cH:25][cH:26]1.[CH3:27][OH:28].[Na+:17].[O:1]=[c:2]1[nH:3][n:4][c:5]([CH2:12][C:13](=[O:14])[OH:15])[c:6]2[cH:7][cH:8][cH:9][cH:10][c:11]12.[OH-:16]>>[O:1]=[c:2]1[n:3]([CH2:23][c:22]2[cH:21][cH:20][c:19]([Br:18])[cH:26][cH:25]2)[n:4][c:5]([CH2:12][C:13](=[O:14])[OH:15])[c:6]2[cH:7][cH:8][cH:9][cH:10][c:11]12. The reactants are C(C)(C)O (isopropanol), NC(COC1=CC=C(C(C(=O)N)=C1)O)(C)C (5-(2-amino-2-methyl-propoxy)-salicylamide), C1(=CC=CC=C1)C1OC1 (2-phenyloxirane). Solvent: O1CCOCC1 (dioxane). Product: C(N)(=O)C=1C=C(OCC(C)(C)NCC(C2=CC=CC=C2)O)C=CC1O (α-[N-[2-(3-carbamoyl-4-hydroxy-phenoxy)-1,1-dimethyl-ethyl]-aminomethyl]-benzyl alcohol). Reaction SMILES: [NH2:1][C:2]([CH3:16])([CH3:15])[CH2:3][O:4][C:5]1[CH:13]=[C:9]([C:10]([NH2:12])=[O:11])[C:8]([OH:14])=[CH:7][CH:6]=1.[C:17]1([CH:23]2[CH2:25][O:24]2)[CH:22]=[CH:21][CH:20]=[CH:19][CH:18]=1.C(O)(C)C>O1CCOCC1>[C:10]([C:9]1[CH:13]=[C:5]([CH:6]=[CH:7][C:8]=1[OH:14])[O:4][CH2:3][C:2]([NH:1][CH2:25][CH:23]([OH:24])[C:17]1[CH:22]=[CH:21][CH:20]=[CH:19][CH:18]=1)([CH3:16])[CH3:15])(=[O:11])[NH2:12]. Procedure details: A solution of 4.5 g of 5-(2-amino-2-methyl-propoxy)-salicylamide and 3.1 g of 2-phenyloxirane in 40 ml of dioxane is refluxed for 16 hours. The solvent is subsequently evaporated off under reduced pressure, and the residue is dissolved in 20 ml of 2N hydrochloric acid, and extracted with 50 ml of ether. The water phase is separated; it is rendered alkaline with concentrated ammonia, and the liberated base is extracted with 200 ml of ethyl acetate. Customary further processing yields a light-colo... The reactants are O=[N+]([O-])c1cc(Br)cc(I)c1, CC(=O)O, CCOC(C)=O, [Fe]. The product is Nc1cc(Br)cc(I)c1. Reaction SMILES: [Br:1][c:2]1[cH:3][c:4]([N+:9]([O-:10])=[O:11])[cH:5][c:6]([I:8])[cH:7]1.[CH3:12][C:13](=[O:14])[OH:15].[CH3:16][CH2:17][O:18][C:19](=[O:20])[CH3:21].[Fe:22]>>[Br:1][c:2]1[cH:3][c:4]([NH2:9])[cH:5][c:6]([I:8])[cH:7]1. Reactants: O=C(O)Cc1cc(O)cc(Cl)c1, O=S(=O)(Cc1ccccc1F)c1ccc(F)c(F)c1. Product: O=C(O)Cc1cc(Cl)cc(Oc2ccc(S(=O)(=O)Cc3ccccc3F)cc2F)c1. As a reaction SMILES: [Cl:1][c:2]1[cH:3][c:4]([CH2:9][C:10](=[O:11])[OH:12])[cH:5][c:6]([OH:8])[cH:7]1.[F:13][c:14]1[c:15]([F:31])[cH:16][c:17]([S:20](=[O:21])(=[O:22])[CH2:23][c:24]2[c:25]([F:30])[cH:26][cH:27][cH:28][cH:29]2)[cH:18][cH:19]1>>[Cl:1][c:2]1[cH:3][c:4]([CH2:9][C:10](=[O:11])[OH:12])[cH:5][c:6]([O:8][c:14]2[c:15]([F:31])[cH:16][c:17]([S:20](=[O:21])(=[O:22])[CH2:23][c:24]3[c:25]([F:30])[cH:26][cH:27][cH:28][cH:29]3)[cH:18][cH:19]2)[cH:7]1. The reactants are C1(CCCCC1)[Mg]Cl (Cyclohexylmagnesium chloride), C=CCCCC=C (1,6-heptadiene), CCOC(=O)C (EtOAc). Yields the product C[C@@]1([C@@H](C1)CCCC=C)O ((1R,2R)-1-methyl-2-(pent-4-en-1-yl)cyclopropanol). Conditions: time 1 hour. Procedure: To a solution of 1,6-heptadiene (19.65 g, 204 mmol), in THF (341 ml) was added EtOAc (6.67 ml, 68.1 mmol), and chlorotitanium triisopropoxide (68.1 ml, 68.1 mmol). Cyclohexylmagnesium chloride (2M, 153 ml, 306 mmol) was then added slowly over 2 hours. After an additional 1 hour of stirring at RT, the reaction mixture was filtered through CELITE. The filtrate was then concentrated in vacuo and purified on SiO2 (15% EtOAc/hexanes) to yield the title compound as a mixture of enantiomers. To a solut... Reagents/catalysts: CC([O-])C.CC([O-])C.CC([O-])C.Cl[Ti+3] (chlorotitanium triisopropoxide). Reaction SMILES: [CH2:1]=[CH:2][CH2:3][CH2:4][CH2:5][CH:6]=C.CCO[C:11]([CH3:13])=[O:12].[CH:14]1([Mg]Cl)CCCCC1>C1COCC1.CC(C)[O-].CC(C)[O-].CC(C)[O-].Cl[Ti+3]>[CH3:14][C@@:11]1([OH:12])[CH2:13][C@H:6]1[CH2:5][CH2:4][CH2:3][CH:2]=[CH2:1] |f:4.5.6.7|. Solvent: C1CCOC1 (THF). Reactants: CN1CCNCC1, Nc1c(F)c(F)c(F)c2c1c(=O)c(C(=O)O)cn2C1CC1, Cc1ccccc1C. Product: CN1CCN(c2c(F)c(N)c3c(=O)c(C(=O)O)cn(C4CC4)c3c2F)CC1. RXN SMILES: [CH3:22][N:23]1[CH2:24][CH2:25][NH:26][CH2:27][CH2:28]1.[NH2:1][c:2]1[c:3]2[c:4](=[O:21])[c:5]([C:18](=[O:19])[OH:20])[cH:6][n:7]([CH:15]3[CH2:16][CH2:17]3)[c:8]2[c:9]([F:14])[c:10]([F:13])[c:11]1[F:12].[c:29]1([CH3:30])[c:31]([CH3:32])[cH:33][cH:34][cH:35][cH:36]1>>[NH2:1][c:2]1[c:3]2[c:4](=[O:21])[c:5]([C:18](=[O:19])[OH:20])[cH:6][n:7]([CH:15]3[CH2:16][CH2:17]3)[c:8]2[c:9]([F:14])[c:10]([N:26]2[CH2:25][CH2:24][N:23]([CH3:22])[CH2:28][CH2:27]2)[c:11]1[F:12]. Reactants: F[B-](F)(F)F.C[O+](C)C (trimethyloxonium tetrafluoroborate), ClC1=C(OC=2C=CC(=C(C(=O)N)C2)[N+](=O)[O-])C=CC(=C1)C(F)(F)F (5-[2'-chloro-4'-(trifluoromethyl)phenoxy]-2-nitrobenzamide). Solvent: C(Cl)Cl (methylene chloride). Run at time 24 hour. Product: ClC1=C(OC=2C=CC(=C(C(OC)=N)C2)[N+](=O)[O-])C=CC(=C1)C(F)(F)F (methyl 5-[2'-chloro-4'-(trifluoromethyl)phenoxy]-2-nitrobenzimidate). Yield: 94.9%. As a reaction SMILES: F[B-](F)(F)F.[CH3:6][O+](C)C.[Cl:10][C:11]1[CH:29]=[C:28]([C:30]([F:33])([F:32])[F:31])[CH:27]=[CH:26][C:12]=1[O:13][C:14]1[CH:15]=[CH:16][C:17]([N+:23]([O-:25])=[O:24])=[C:18]([CH:22]=1)[C:19]([NH2:21])=[O:20]>C(Cl)Cl>[Cl:10][C:11]1[CH:29]=[C:28]([C:30]([F:31])([F:32])[F:33])[CH:27]=[CH:26][C:12]=1[O:13][C:14]1[CH:15]=[CH:16][C:17]([N+:23]([O-:25])=[O:24])=[C:18]([CH:22]=1)[C:19](=[NH:21])[O:20][CH3:6] |f:0.1|. Reported procedure: A solution containing trimethyloxonium tetrafluoroborate (100 g; 0.68 mol) and methylene chloride (2 liters) is prepared. It is stirred and 5-[2'-chloro-4'-(trifluoromethyl)phenoxy]-2-nitrobenzamide (220 g; 0.61 mol) is then added in portions at ambient temperature. The stirring is continued for 24 hours at ambient temperature. The solution is then washed with a 10% aqueous solution of sodium carbonate (cooled beforehand) and dried over sodium sulphate. The methylene chloride is removed by evapo...